Dataset: the Open Reaction Database (ORD), a public repository of structured organic reaction records. Task: describe an organic reaction: reactants, conditions, products, and yield Reactants: CC=1[N+](=CC2=CC=CC=C2C1)[O-] (3-Methyisoquinoline oxide), C(C)(=O)OC(C)=O (acetic anhydride). Yields the product CC=1NC(C2=CC=CC=C2C1)=O (3-methyl-2H-isoquinolin-1-one). The yield is 27.0%. As a reaction SMILES: [CH3:1][C:2]1[N+:3]([O-])=[CH:4][C:5]2[C:10]([CH:11]=1)=[CH:9][CH:8]=[CH:7][CH:6]=2.C(OC(=O)C)(=[O:15])C>>[CH3:1][C:2]1[NH:3][C:4](=[O:15])[C:5]2[C:10]([CH:11]=1)=[CH:9][CH:8]=[CH:7][CH:6]=2. Reported procedure: 3-Methyisoquinoline oxide (3.60 g, 22.6 mmol) and acetic anhydride (38 mL) are heated at reflux for 6 hr. After cooling the volatiles are removed and the residue is distilled at 220° C. under 0.5 mbar using a Kugelrohr distillation apparatus to afford 3-methyl-2H-isoquinolin-1-one (900 mg, 27% yield). LC/MS: MS m/e=160 (M+H); RT 2.45 min. The reactants are Cc1nc(Nc2cnccn2)sc1-c1ccnc(Cl)c1, NCCCO. Product: Cc1nc(Nc2cnccn2)sc1-c1ccnc(NCCCO)c1. Reaction SMILES: [Cl:1][c:2]1[n:3][cH:4][cH:5][c:6](-[c:8]2[c:9]([CH3:20])[n:10][c:11]([NH:13][c:14]3[n:15][cH:16][cH:17][n:18][cH:19]3)[s:12]2)[cH:7]1.[NH2:21][CH2:22][CH2:23][CH2:24][OH:25]>>[c:2]1([NH:21][CH2:22][CH2:23][CH2:24][OH:25])[n:3][cH:4][cH:5][c:6](-[c:8]2[c:9]([CH3:20])[n:10][c:11]([NH:13][c:14]3[n:15][cH:16][cH:17][n:18][cH:19]3)[s:12]2)[cH:7]1.